Dataset: the Open Reaction Database (ORD), a public repository of structured organic reaction records. Task: describe an organic reaction: reactants, conditions, products, and yield The reactants are [BH4-].[Na+] (sodium borohydride), Cl.ClC1=CC=C2C(=CNC2=C1)CCN (2-(6-chloro-1H-indol-3-yl)ethylamine hydrochloride), C(C)N(C(C)C)C(C)C (ethyldiisopropylamine), FC(COC=1C=C(C=O)C=CC1)F (3-(2,2-difluoroethoxy)benzaldehyde), S(=O)(=O)([O-])[O-].[Na+].[Na+] (sodium sulfate). The solvent is C(C)O (ethanol). Reaction conditions: temperature 78 celsius, time 8 hour. Yields the product ClC1=CC=C2C(=CNC2=C1)CCNCC1=CC(=CC=C1)OCC(F)F (N-(2-(6-Chloro-1H-indol-3-yl)ethyl)-(3-(2,2-difluoro ethoxy)benzyl)amine). RXN SMILES: Cl.[Cl:2][C:3]1[CH:11]=[C:10]2[C:6]([C:7]([CH2:12][CH2:13][NH2:14])=[CH:8][NH:9]2)=[CH:5][CH:4]=1.C(N(C(C)C)C(C)C)C.[F:24][CH:25]([F:36])[CH2:26][O:27][C:28]1[CH:29]=[C:30]([CH:33]=[CH:34][CH:35]=1)[CH:31]=O.S([O-])([O-])(=O)=O.[Na+].[Na+].[BH4-].[Na+]>C(O)C>[Cl:2][C:3]1[CH:11]=[C:10]2[C:6]([C:7]([CH2:12][CH2:13][NH:14][CH2:31][C:30]3[CH:33]=[CH:34][CH:35]=[C:28]([O:27][CH2:26][CH:25]([F:24])[F:36])[CH:29]=3)=[CH:8][NH:9]2)=[CH:5][CH:4]=1 |f:0.1,4.5.6,7.8|. Procedure: Combine 2-(6-chloro-1H-indol-3-yl)ethylamine hydrochloride (1.0 g, 4.3 mmol) and ethyldiisopropylamine (900 μL, 5.2 mmol) in ethanol (150 mL) and stir at room temperature and treat with 3-(2,2-difluoroethoxy)benzaldehyde (856 mg, 4.6 mmol) and anhydrous sodium sulfate (12 g) and heat at 78° C. overnight. Cool to room temperature and filter. Treat the resulting filtrate with sodium borohydride (488 mg, 12.9 mmol) and stir the milky-white mixture at room temperature overnight. Remove in vacuo the ... Starting materials: ClC1=NC(=C(C=C1C(=O)OCC)C#N)C (2-chloro-5-cyano-6-methyl-3-pyridine-carboxylic acid, ethyl ester), C(CCC)N (n-butylamine). Run in alcohol. The product is C(CCC)NC1=NC(=C(C=C1C(=O)OCC)C#N)C (2-Butylamino-5-cyano-6-methyl-3-pyridine-carboxylic acid, ethyl ester). RXN SMILES: Cl[C:2]1[C:7]([C:8]([O:10][CH2:11][CH3:12])=[O:9])=[CH:6][C:5]([C:13]#[N:14])=[C:4]([CH3:15])[N:3]=1.[CH2:16]([NH2:20])[CH2:17][CH2:18][CH3:19]>>[CH2:16]([NH:20][C:2]1[C:7]([C:8]([O:10][CH2:11][CH3:12])=[O:9])=[CH:6][C:5]([C:13]#[N:14])=[C:4]([CH3:15])[N:3]=1)[CH2:17][CH2:18][CH3:19]. Reported procedure: 112 g of 2-chloro-5-cyano-6-methyl-3-pyridine-carboxylic acid, ethyl ester (0.5 mol) are dissolved in 300 ml of alcohol and 73 g of n-butylamine are dropped in at reflux temperature with stirring. After the addition is completed, the mixture is refluxed for an additional hour and then poured onto ice. 2-butylamino-5-cyano-6-methyl-3-pyridine-carboxylic acid, ethyl ester precipitates. Yield 116 g (89%); m.p. 61°-63° C. (petrol ether). Reported procedure: The target compound was prepared as in Example 10 using 3-bromo-1-(6-chloropyrimidin-4-yl)-6-(4-methoxyphenyl)-1H-indole (400 mg, 0.96 mmol) and methylamine hydrochloride (326 mg, 4.8 mmol). Product: BrC1=CN(C2=CC(=CC=C12)C1=CC=C(C=C1)OC)C1=CC(=NC=N1)NC (6-(3-bromo-6-(4-methoxyphenyl)-1H-indol-1-yl)-N-methylpyrimidin-4-amine). As a reaction SMILES: [Br:1][C:2]1[C:10]2[C:5](=[CH:6][C:7]([C:11]3[CH:16]=[CH:15][C:14]([O:17][CH3:18])=[CH:13][CH:12]=3)=[CH:8][CH:9]=2)[N:4]([C:19]2[CH:24]=[C:23](Cl)[N:22]=[CH:21][N:20]=2)[CH:3]=1.Cl.[CH3:27][NH2:28]>>[Br:1][C:2]1[C:10]2[C:5](=[CH:6][C:7]([C:11]3[CH:16]=[CH:15][C:14]([O:17][CH3:18])=[CH:13][CH:12]=3)=[CH:8][CH:9]=2)[N:4]([C:19]2[N:20]=[CH:21][N:22]=[C:23]([NH:28][CH3:27])[CH:24]=2)[CH:3]=1 |f:1.2|. The reactants are BrC1=CN(C2=CC(=CC=C12)C1=CC=C(C=C1)OC)C1=NC=NC(=C1)Cl (3-bromo-1-(6-chloropyrimidin-4-yl)-6-(4-methoxyphenyl)-1H-indole), Cl.CN (methylamine hydrochloride). Reactants: CC(=O)OC(C)=O, Nc1ccc(O)c(Cl)c1, O. Yields the product CC(=O)Nc1ccc(O)c(Cl)c1. RXN SMILES: [CH3:10][C:11](=[O:12])[O:13][C:14](=[O:15])[CH3:16].[Cl:1][c:2]1[c:3]([OH:9])[cH:4][cH:5][c:6]([NH2:8])[cH:7]1.[OH2:17]>>[Cl:1][c:2]1[c:3]([OH:9])[cH:4][cH:5][c:6]([NH:8][C:11]([CH3:10])=[O:12])[cH:7]1.